Dataset: the Open Reaction Database (ORD), a public repository of structured organic reaction records. Task: describe an organic reaction: reactants, conditions, products, and yield Starting materials: C(CCCCCCC)N1C(C=CC1=O)=O (N-n-octylmaleimide), C1(\C=C/C(=O)O1)=O (maleic anhydride), COC(C(C)(C)N=NC(C(=O)OC)(C)C)=O (dimethyl-2,2′-azobisisobutyrate), C(Cl)(Cl)Cl (Chloroform). Solvent: CO (methanol). Yields the product C(CCCCCCC)N1C(C=CC1=O)=O.C1(\C=C/C(=O)O1)=O (N-n-octylmaleimide maleic anhydride). As a reaction SMILES: [CH2:1]([N:9]1[C:13](=[O:14])[CH:12]=[CH:11][C:10]1=[O:15])[CH2:2][CH2:3][CH2:4][CH2:5][CH2:6][CH2:7][CH3:8].[C:16]1(=[O:22])[O:21][C:19](=[O:20])[CH:18]=[CH:17]1.COC(=O)C(N=NC(C)(C)C(OC)=O)(C)C.C(Cl)(Cl)Cl>CO>[CH2:1]([N:9]1[C:10](=[O:15])[CH:11]=[CH:12][C:13]1=[O:14])[CH2:2][CH2:3][CH2:4][CH2:5][CH2:6][CH2:7][CH3:8].[C:19]1(=[O:20])[O:21][C:16](=[O:22])[CH:17]=[CH:18]1 |f:5.6|. Procedure: Into a sealed glass tube were introduced 26 g of N-n-octylmaleimide, 2.4 g of maleic anhydride, and 0.036 g of dimethyl-2,2′-azobisisobutyrate as a polymerization initiator. After nitrogen displacement, a radical polymerization reaction was conducted under the conditions of a polymerization temperature of 60° C. and a polymerization time of 5 hours. Chloroform was added after the reaction to obtain a polymer solution. Thereafter, this solution was mixed with excess methanol to thereby precipitat... Reactants: C(C)(C)(C)OC(NC1=NC=C(C=C1Cl)CBr)=O ((5-bromomethyl-3-chloro-pyridin-2-yl)-carbamic acid tert-butyl ester), [NH4+].[Cl-] (NH4Cl), C(CC(=O)OCC)(=O)OCC (Diethyl malonate), [H-].[Na+] (NaH). Run in CN(C)C=O (DMF), O.C(Cl)Cl (water CH2Cl2), CN(C)C=O (DMF). Reaction conditions: time 15 minute. The product is C(C)OC(C(C(=O)OCC)CC=1C=NC(=C(C1)Cl)NC(=O)OC(C)(C)C)=O (2-(6-tert-butoxycarbonylamino-5-chloro-pyridin-3-ylmethyl)-malonic acid diethyl ester). The yield is 60.0%. RXN SMILES: [C:1]([O:9][CH2:10][CH3:11])(=[O:8])[CH2:2][C:3]([O:5][CH2:6][CH3:7])=[O:4].[H-].[Na+].[C:14]([O:18][C:19](=[O:30])[NH:20][C:21]1[C:26]([Cl:27])=[CH:25][C:24]([CH2:28]Br)=[CH:23][N:22]=1)([CH3:17])([CH3:16])[CH3:15].[NH4+].[Cl-]>CN(C=O)C.O.C(Cl)Cl>[CH2:10]([O:9][C:1](=[O:8])[CH:2]([CH2:28][C:24]1[CH:23]=[N:22][C:21]([NH:20][C:19]([O:18][C:14]([CH3:17])([CH3:16])[CH3:15])=[O:30])=[C:26]([Cl:27])[CH:25]=1)[C:3]([O:5][CH2:6][CH3:7])=[O:4])[CH3:11] |f:1.2,4.5,7.8|. Procedure details: Diethyl malonate (1.87 ml, 12.31 mmol) was added to a suspension of NaH (0.54 g, 12.31 mmol, 55%) in dry DMF (15 ml) at −8° C. This mixture was stirred for 15 min. before it was added dropwise to a solution of (5-bromomethyl-3-chloro-pyridin-2-yl)-carbamic acid tert-butyl ester (3.30 g, 10.26 mmol) in dry DMF (50 ml) at 0° C. The resulting solution was stirred for 40 minutes at 0° C., then NH4Cl (5 ml, sat.) was added carefully. Stirring at room temperature overnight and concentration under redu...